From a dataset of the Open Reaction Database (ORD), a public repository of structured organic reaction records. describe an organic reaction: reactants, conditions, products, and yield The reactants are C12C(C3C1C(=O)OC3=O)C(=O)OC2=O (CBDA), dianhydride, CCN(CC)CC(=O)NC1=CC(=CC=C1)OCC2=CC=CC=C2 (DABA), diamine. Solvent: CN1CCCC1=O (NMP), CN1CCCC1=O (NMP). Product: C12C(C3C1C(=O)OC3=O)C(=O)OC2=O.CCN(CC)CC(=O)NC1=CC(=CC=C1)OCC2=CC=CC=C2 (CBDA DABA). As a reaction SMILES: [CH:1]12[C:13](=[O:14])[O:12][C:10](=[O:11])[CH:2]1[CH:3]1[C:8](=[O:9])[O:7][C:5](=[O:6])[CH:4]12.[CH3:15][CH2:16][N:17]([CH2:20][C:21]([NH:23][C:24]1[CH:29]=[CH:28][CH:27]=[C:26]([O:30][CH2:31][C:32]2[CH:37]=[CH:36][CH:35]=[CH:34][CH:33]=2)[CH:25]=1)=[O:22])[CH2:18][CH3:19]>CN1C(=O)CCC1>[CH:2]12[C:10](=[O:11])[O:12][C:13](=[O:14])[CH:1]1[CH:4]1[C:5](=[O:6])[O:7][C:8](=[O:9])[CH:3]12.[CH3:19][CH2:18][N:17]([CH2:20][C:21]([NH:23][C:24]1[CH:29]=[CH:28][CH:27]=[C:26]([O:30][CH2:31][C:32]2[CH:33]=[CH:34][CH:35]=[CH:36][CH:37]=2)[CH:25]=1)=[O:22])[CH2:16][CH3:15] |f:3.4|. Procedure details: 19.22 g (0.098 mol) of CBDA as the tetracarboxylic dianhydride component, and 20.45 g (0.09 mol) of DABA and 2.92 g (0.01 mol) of DADOB, as the diamine component, were mixed in 230 g of GBL and reacted for 20 hours at room temperature to obtain a polyamic acid solution. The polymerization reaction proceeded easily and uniformly, and the reduced viscosity of the obtained polyamic acid was 1.48 dl/g. Further, NMP, GBL and BCS were added so that this solution comprised 4 wt % of the polyamic acid, ... Reactants: C(#N)C1C(C2=CC=CC(=C2CC1)OC)=O (2-cyano-5-methoxy-3,4-dihydronaphthalen-1(2H)-one), [BH4-].[Na+] (sodium borohydride). The solvent is CO (methanol). Product: C(#N)C1C(C2=CC=CC(=C2CC1)OC)O (2-cyano-5-methoxy-1,2,3,4-tetrahydro-1-naphthol). RXN SMILES: [C:1]([CH:3]1[CH2:12][CH2:11][C:10]2[C:5](=[CH:6][CH:7]=[CH:8][C:9]=2[O:13][CH3:14])[C:4]1=[O:15])#[N:2].[BH4-].[Na+]>CO>[C:1]([CH:3]1[CH2:12][CH2:11][C:10]2[C:5](=[CH:6][CH:7]=[CH:8][C:9]=2[O:13][CH3:14])[CH:4]1[OH:15])#[N:2] |f:1.2|. Procedure details: The compound obtained in step (iii) above (16.2 g, 0.080 mol) is reduced with sodium borohydride (3.1 g, 0.082 mol) in absolute methanol (500 ml). The reaction mixture is concentrated under vacuum, ice-water is added thereto, the mixture is made acidic by the addition of concentrated hydrochloric acid and extracted with ethyl acetate. Upon evaporation of the solvent 2-cyano-5-methoxy-1,2,3,4-tetrahydro-1-naphthol (16.2 g) is obtained; m.p. 96°-98° C. The reactants are [Al+3], COC(=O)c1ccc2cc(Br)ccc2c1, C1CCOC1, [H-], [H-], [H-], [H-], [Li+]. As a reaction SMILES: [Al+3:2].[Br:7][c:8]1[cH:9][c:10]2[cH:11][cH:12][c:13]([C:18](=[O:19])[O:20][CH3:21])[cH:14][c:15]2[cH:16][cH:17]1.[CH2:22]1[O:23][CH2:24][CH2:25][CH2:26]1.[H-:1].[H-:4].[H-:5].[H-:6].[Li+:3]>>[Br:7][c:8]1[cH:9][c:10]2[cH:11][cH:12][c:13]([CH2:18][OH:19])[cH:14][c:15]2[cH:16][cH:17]1. The product is OCc1ccc2cc(Br)ccc2c1. The reactants are N[C@@H]1[C@@H](CCCC1)NC1=CC(=C(C#N)C=C1F)NC1=CC(=NO1)C1=CC=CC=C1 (4-((1R,2S)-2-aminocyclohexylamino)-5-fluoro-2-(3-phenylisoxazol-5-ylamino)benzonitrile), CCO (EtOH). Solvent: CS(=O)C (DMSO), [OH-].[Na+] (NaOH), OO (H2O2). Conditions: time 1 hour. The product is N[C@@H]1[C@@H](CCCC1)NC1=CC(=C(C(=O)N)C=C1F)NC1=CC(=NO1)C1=CC=CC=C1 (4-((1R,2S)-2-aminocyclohexylamino)-5-fluoro-2-(3-phenylisoxazol-5-ylamino)benzamide). Reaction SMILES: [NH2:1][C@H:2]1[CH2:7][CH2:6][CH2:5][CH2:4][C@H:3]1[NH:8][C:9]1[C:16]([F:17])=[CH:15][C:12]([C:13]#[N:14])=[C:11]([NH:18][C:19]2[O:23][N:22]=[C:21]([C:24]3[CH:29]=[CH:28][CH:27]=[CH:26][CH:25]=3)[CH:20]=2)[CH:10]=1.CC[OH:32]>CS(C)=O.[OH-].[Na+].OO>[NH2:1][C@H:2]1[CH2:7][CH2:6][CH2:5][CH2:4][C@H:3]1[NH:8][C:9]1[C:16]([F:17])=[CH:15][C:12]([C:13]([NH2:14])=[O:32])=[C:11]([NH:18][C:19]2[O:23][N:22]=[C:21]([C:24]3[CH:29]=[CH:28][CH:27]=[CH:26][CH:25]=3)[CH:20]=2)[CH:10]=1 |f:3.4|. Reported procedure: To a solution of 4-((1R,2S)-2-aminocyclohexylamino)-5-fluoro-2-(3-phenylisoxazol-5-ylamino)benzonitrile in EtOH (1 mL) and DMSO (0.5 mL), 1N aq. NaOH (0.5 mL) and H2O2 (50% aq., 0.5 mL) were added. After being stirred at room temperature for 1 h, the mixture was concentrated in vacuo. The residue was acidified with HOAc (0.5 mL), and then was purified by HPLC to give the titled compound (33 mg). MS 410.3 (M+H); UV 204.7, 246.1, 287.8 nm. The reactants are FC([C@H](C)O)(F)F ((S)-1,1,1-trifluoro-2-propanol), FC1=CC=C(C=C1)[N+](=O)[O-] (1-fluoro-4-nitro-benzene). Product: FC([C@@H](OC1=CC=C(C=C1)N)C)(F)F (4-((S)-2,2,2-Trifluoro-1-methyl-ethoxy)-phenylamine). RXN SMILES: [F:1][C:2]([F:7])([F:6])[C@@H:3]([OH:5])[CH3:4].F[C:9]1[CH:14]=[CH:13][C:12]([N+:15]([O-])=O)=[CH:11][CH:10]=1>>[F:1][C:2]([F:7])([F:6])[C@H:3]([CH3:4])[O:5][C:9]1[CH:14]=[CH:13][C:12]([NH2:15])=[CH:11][CH:10]=1. Reported procedure: This material was made in analogy to example 142, step 1 from (S)-1,1,1-trifluoro-2-propanol [CAS 17628-73-8] and 1-fluoro-4-nitro-benzene [CAS 350-46-9]. MS (m/e): 206.1 (MH+). Starting materials: CO, Cl, COC(=O)C(C)(C)c1ccccc1F, [Na+], [OH-]. The product is CC(C)(C(=O)O)c1ccccc1F. Reaction SMILES: [CH3:18][OH:19].[ClH:17].[F:3][c:4]1[c:5]([C:10]([C:11](=[O:12])[O:13][CH3:14])([CH3:15])[CH3:16])[cH:6][cH:7][cH:8][cH:9]1.[Na+:2].[OH-:1]>>[F:3][c:4]1[c:5]([C:10]([C:11](=[O:12])[OH:13])([CH3:15])[CH3:16])[cH:6][cH:7][cH:8][cH:9]1. The reactants are CCO, O=C(O)CCC(CC=Cc1cccnc1)CCCCNS(=O)(=O)c1ccc(Cl)cc1, [H][H]. Product: O=C(O)CCC(CCCCNS(=O)(=O)c1ccc(Cl)cc1)CCCc1cccnc1. Reaction SMILES: [CH3:33][CH2:34][OH:35].[Cl:1][c:2]1[cH:3][cH:4][c:5]([S:8](=[O:9])(=[O:10])[NH:11][CH2:12][CH2:13][CH2:14][CH2:15][CH:16]([CH2:17][CH2:18][C:19](=[O:20])[OH:21])[CH2:22][CH:23]=[CH:24][c:25]2[cH:26][n:27][cH:28][cH:29][cH:30]2)[cH:6][cH:7]1.[H:31][H:32]>>[Cl:1][c:2]1[cH:3][cH:4][c:5]([S:8](=[O:9])(=[O:10])[NH:11][CH2:12][CH2:13][CH2:14][CH2:15][CH:16]([CH2:17][CH2:18][C:19](=[O:20])[OH:21])[CH2:22][CH2:23][CH2:24][c:25]2[cH:26][n:27][cH:28][cH:29][cH:30]2)[cH:6][cH:7]1.